Dataset: the Open Reaction Database (ORD), a public repository of structured organic reaction records. Task: describe an organic reaction: reactants, conditions, products, and yield Reactants: C(=O)(N1C=NC=C1)N1C=NC=C1 (carbonyldiimidazole), ClC=1C=C(C(=C(C1)C(C1=CC=C(C=C1)Cl)=NC=CCC(=O)O)O)C (4-[[(5-chloro-2-hydroxy-3-methylphenyl)(4-chlorophenyl)methylene]amino]-3-butenoic acid), N (ammonia). Run in O1CCCC1 (tetrahydrofuran), O1CCCC1 (THF). Run at time 2 hour. Product: ClC=1C=C(C(=C(C1)C(C1=CC=C(C=C1)Cl)=NC=CCC(=O)N)O)C (4-[[(5-chloro-2-hydroxy-3-methylphenyl)(4-chlorophenyl)methylene]amino]-3-butenamide). Reaction SMILES: [Cl:1][C:2]1[CH:3]=[C:4]([CH3:24])[C:5]([OH:23])=[C:6]([C:8](=[N:16][CH:17]=[CH:18][CH2:19][C:20](O)=[O:21])[C:9]2[CH:14]=[CH:13][C:12]([Cl:15])=[CH:11][CH:10]=2)[CH:7]=1.C(N1C=CN=C1)([N:27]1C=CN=C1)=O.N>O1CCCC1>[Cl:1][C:2]1[CH:3]=[C:4]([CH3:24])[C:5]([OH:23])=[C:6]([C:8](=[N:16][CH:17]=[CH:18][CH2:19][C:20]([NH2:27])=[O:21])[C:9]2[CH:14]=[CH:13][C:12]([Cl:15])=[CH:11][CH:10]=2)[CH:7]=1. Reported procedure: To 3.3 g of the acid obtained in Example 1, dissolved in 100 ml of tetrahydrofuran (THF), 1.6 g of carbonyldiimidazole is added and the mixture is stirred for 2 hrs. A solution is prepared of ammonia gas in 250 ml of anhydrous THF, into which the first solution obtained is introduced slowly. The mixture is stirred for 3 h and left to stand overnight. It is evaporated to dryness under reduced pressure and the residue is distributed between 150 ml of CH2Cl2 and 100 ml of water. The organic phase i... The reactants are C(C(=C)C)(=O)OC (methyl methacrylate), CN(C)C (trimethylamine). The solvent is CO (methanol). Reaction conditions: time 3 hour. Product: C(C(=C)C)(=O)[O-].C[N+](C)(C)C (tetramethylammonium methacrylate). Reaction SMILES: [C:1]([O:6]C)(=[O:5])[C:2]([CH3:4])=[CH2:3].[CH3:8][N:9]([CH3:11])[CH3:10]>CO>[C:1]([O-:6])(=[O:5])[C:2]([CH3:4])=[CH2:3].[CH3:8][N+:9]([CH3:1])([CH3:11])[CH3:10] |f:3.4|. Reported procedure: In a 100 milliliter (hereinafter abbreviated to "mL") autoclave were placed 27.2 g of methyl methacrylate, 15.3 g of trimethylamine and 40 g of methanol under heating and shaking. After the temperature inside the autoclave reached 170° C., the reaction was continued at 170° C. for 3 hours. Upon completion of the reaction, the content in the autoclave was cooled, brought back to atmospheric pressure and analyzed. As a result, tetramethylammonium methacrylate was obtained in a yield of 76 mol % (b... Starting materials: C(C1=CC=CC=C1)N1N=CC(=C1)C1=NN(C2=CN=C(C=C21)C=2C=NC=CC2)C2OCCCC2 (3-(1-benzyl-1H-pyrazol-4-yl)-5-(pyridin-3-yl)-1-(tetrahydro-2H-pyran-2-yl)-1H-pyrazolo[3,4-c]pyridine), C1=CCC=CC1 (1,4-cyclohexadiene). The reagents and catalysts are [OH-].[OH-].[Pd+2] (palladium hydroxide on carbon). Product: N1N=CC(=C1)C1=NN(C2=CN=C(C=C21)C=2C=NC=CC2)C2OCCCC2 (3-(1H-Pyrazol-4-yl)-5-(pyridin-3-yl)-1-(tetrahydro-2H-pyran-2-yl)-1H-pyrazolo[3,4-c]pyridine). Yield: 56.7%. Reaction SMILES: C([N:8]1[CH:12]=[C:11]([C:13]2[C:21]3[C:16](=[CH:17][N:18]=[C:19]([C:22]4[CH:23]=[N:24][CH:25]=[CH:26][CH:27]=4)[CH:20]=3)[N:15]([CH:28]3[CH2:33][CH2:32][CH2:31][CH2:30][O:29]3)[N:14]=2)[CH:10]=[N:9]1)C1C=CC=CC=1.C1CC=CCC=1>[OH-].[OH-].[Pd+2]>[NH:8]1[CH:12]=[C:11]([C:13]2[C:21]3[C:16](=[CH:17][N:18]=[C:19]([C:22]4[CH:23]=[N:24][CH:25]=[CH:26][CH:27]=4)[CH:20]=3)[N:15]([CH:28]3[CH2:33][CH2:32][CH2:31][CH2:30][O:29]3)[N:14]=2)[CH:10]=[N:9]1 |f:2.3.4|. Procedure details: A mixture of 234 mg (0.54 mmol) of 3-(1-benzyl-1H-pyrazol-4-yl)-5-(pyridin-3-yl)-1-(tetrahydro-2H-pyran-2-yl)-1H-pyrazolo[3,4-c]pyridine, 3.0 ml (32 mmol) of 1,4-cyclohexadiene and 400 mg of 20% palladium hydroxide on carbon was heated to reflux for 8 hours. The mixture was filtered, the filtrate concentrated in vacuum to afford 106 mg (31%) of 3-(1H-Pyrazol-4-yl)-5-(pyridin-3-yl)-1-(tetrahydro-2H-pyran-2-yl)-1H-pyrazolo[3,4-c]pyridine over three steps. ESI MS m/z 347.1 (M+1). Starting materials: CC1=C(C=C(C=C1)C)NC1=C(C=NC=2N1N=CC2C(=O)O)C(=O)N2CCC1(CC2)COC2=C1C=CC(=C2)F (7-(2,5-Dimethylphenylamino)-6-(6-fluoro-2H-spiro[benzofuran-3,4′-piperidine]-1′-ylcarbonyl)pyrazolo[1,5-a]pyrimidine-3-carboxylic acid), C(C)S(=O)(=O)N (ethanesulfonamide). Product: CC1=C(C=C(C=C1)C)NC1=C(C=NC=2N1N=CC2C(=O)NS(=O)(=O)CC)C(=O)N2CCC1(CC2)COC2=C1C=CC(=C2)F (N-[7-(2,5-Dimethylphenylamino)-6-(6-fluoro-2H-spiro[benzofuran-3,4′-piperidine]-1′-ylcarbonyl)pyrazolo[1,5-a]pyrimidine-3-carbonyl]ethanesulfonamide). Yield: 26.3%. Reaction SMILES: [CH3:1][C:2]1[CH:7]=[CH:6][C:5]([CH3:8])=[CH:4][C:3]=1[NH:9][C:10]1[N:15]2[N:16]=[CH:17][C:18]([C:19](O)=[O:20])=[C:14]2[N:13]=[CH:12][C:11]=1[C:22]([N:24]1[CH2:29][CH2:28][C:27]2([C:33]3[CH:34]=[CH:35][C:36]([F:38])=[CH:37][C:32]=3[O:31][CH2:30]2)[CH2:26][CH2:25]1)=[O:23].[CH2:39]([S:41]([NH2:44])(=[O:43])=[O:42])[CH3:40]>>[CH3:1][C:2]1[CH:7]=[CH:6][C:5]([CH3:8])=[CH:4][C:3]=1[NH:9][C:10]1[N:15]2[N:16]=[CH:17][C:18]([C:19]([NH:44][S:41]([CH2:39][CH3:40])(=[O:43])=[O:42])=[O:20])=[C:14]2[N:13]=[CH:12][C:11]=1[C:22]([N:24]1[CH2:25][CH2:26][C:27]2([C:33]3[CH:34]=[CH:35][C:36]([F:38])=[CH:37][C:32]=3[O:31][CH2:30]2)[CH2:28][CH2:29]1)=[O:23]. Procedure details: In the same manner as in Example 1, step 6 and using 7-(2,5-dimethylphenylamino)-6-(6-fluoro-2H-spiro[benzofuran-3,4′-piperidine]-1′-ylcarbonyl)pyrazolo[1,5-a]pyrimidine-3-carboxylic acid (0.100 g, 0.194 mmol) obtained in step 2 and ethanesulfonamide (0.105 g, 0.969 mmol), the title compound (0.031 g, 27%) was obtained. The reactants are C1CC2OC2C1, Nc1ccc(Cl)c(Cl)c1. The product is OC1CCCC1Nc1ccc(Cl)c(Cl)c1. As a reaction SMILES: [CH:10]12[CH:11]([CH2:12][CH2:13][CH2:14]1)[O:15]2.[NH2:1][c:2]1[cH:3][cH:4][c:5]([Cl:6])[c:7]([Cl:8])[cH:9]1>>[NH:1]([c:2]1[cH:3][cH:4][c:5]([Cl:6])[c:7]([Cl:8])[cH:9]1)[CH:10]1[CH:11]([OH:15])[CH2:12][CH2:13][CH2:14]1. The reactants are C(=O)(OCC1=CC=CC=C1)N1[C@H](C(=O)OC)C[C@@H](C1)O (N-carbobenzyloxy-cis-4-hydroxy-L-proline, methyl ester), C(C)#N (acetonitrile), CN=C=O (methyl isocyanate). The solvent is C(C)N(CC)CC (triethylamine). Run at time 8 hour. The product is C(=O)(OCC1=CC=CC=C1)N1[C@H](C(=O)OC)C[C@@H](C1)OC(=O)NC (cis-N-Carbobenzyloxy-4-[[(methylamino)carbonyl]oxy]-L-proline, methyl ester). Isolated yield 86.0%. RXN SMILES: [C:1]([N:11]1[CH2:19][C@@H:18]([OH:20])[CH2:17][C@H:12]1[C:13]([O:15][CH3:16])=[O:14])([O:3][CH2:4][C:5]1[CH:10]=[CH:9][CH:8]=[CH:7][CH:6]=1)=[O:2].C(#N)C.[CH3:24][N:25]=[C:26]=[O:27]>C(N(CC)CC)C>[C:1]([N:11]1[CH2:19][C@@H:18]([O:20][C:26]([NH:25][CH3:24])=[O:27])[CH2:17][C@H:12]1[C:13]([O:15][CH3:16])=[O:14])([O:3][CH2:4][C:5]1[CH:6]=[CH:7][CH:8]=[CH:9][CH:10]=1)=[O:2]. Procedure: To a stirred solution of 5.4 g. (0.019 mole) of N-carbobenzyloxy-cis-4-hydroxy-L-proline, methyl ester, in 120 ml. of acetonitrile is added 5.4 ml. of triethylamine, followed by 5.4 ml. of methyl isocyanate. After keeping overnight at room temperature and refluxing for two hours, the reaction mixture is worked up as in Example 1c to give 5.6 g (86%) of a pale yellow viscous oil.